This data is from the Open Reaction Database (ORD), a public repository of structured organic reaction records. The task is: describe an organic reaction: reactants, conditions, products, and yield The reactants are C[Si](C#CC1=C(C=O)C=CC=C1)(C)C (2-trimethylsilanylethynyl-benzaldehyde), [F-].[K+] (potassium fluoride), O (water). The solvent is CN(C=O)C (N,N-dimethylformamide). Reaction conditions: time 30 minute. Product: C(#C)C1=C(C=O)C=CC=C1 (2-ethynyl-benzaldehyde). The yield is 72.4%. RXN SMILES: C[Si](C)(C)[C:3]#[C:4][C:5]1[CH:12]=[CH:11][CH:10]=[CH:9][C:6]=1[CH:7]=[O:8].[F-].[K+].O>CN(C)C=O>[C:4]([C:5]1[CH:12]=[CH:11][CH:10]=[CH:9][C:6]=1[CH:7]=[O:8])#[CH:3] |f:1.2|. Reported procedure: To a solution of 2-trimethylsilanylethynyl-benzaldehyde (6 g, 29.70 mmol) in N,N-dimethylformamide (10 mL) was added potassium fluoride (1 g, 17.2 mmol). The reaction mixture was stirred at room temperature for 30 minutes. The resulting solution was poured into water, and then extracted with dichloromethane. The collected organic layers were dried over magnesium sulfate, filtered, and concentrated in vacuo. Flash chromatography (RediSep® Flash column, 230-400 mesh, 0-25% ethyl acetate in hexane)... Starting materials: O(C1=CC=CC=C1)C1=CC=C(C=O)C=C1 (4-Phenoxybenzaldehyde), C(C#C)N (propargylamine), C(#N)[BH3-].[Na+] (Sodium cyanoborohydride). Run in C(C)(=O)O (acetic acid), CO (methanol). Run at time 18 hour. Yields the product C(C#C)NCC1=CC=C(C=C1)OC1=CC=CC=C1 (N-Propargyl-N-(4-phenoxybenzyl)amine). The yield is 93.6%. As a reaction SMILES: [O:1]([C:8]1[CH:15]=[CH:14][C:11]([CH:12]=O)=[CH:10][CH:9]=1)[C:2]1[CH:7]=[CH:6][CH:5]=[CH:4][CH:3]=1.[CH2:16]([NH2:19])[C:17]#[CH:18].C([BH3-])#N.[Na+]>C(O)(=O)C.CO>[CH2:16]([NH:19][CH2:12][C:11]1[CH:14]=[CH:15][C:8]([O:1][C:2]2[CH:7]=[CH:6][CH:5]=[CH:4][CH:3]=2)=[CH:9][CH:10]=1)[C:17]#[CH:18] |f:2.3|. Reported procedure: 4-Phenoxybenzaldehyde (5.0 g, 25.2 mmol) and propargylamine (1.46 g, 26.5 mmol) were dissolved in 100 mL of 1% acetic acid in methanol under an atmosphere of dry nitrogen. Sodium cyanoborohydride (1.66 g, 26.5 mmol) was added, and stirring was continued for 18 hours at which time the solvent was removed under reduced pressure. The residue was suspended in ether, washed with 5% NaHCO3 and brine, and dried over Na2SO4 to give 5.6 g (93%) of the title compound. The reactants are ice water, Cl (HCl), BrC=1C(=C(N(C1Br)C1=CC=CC=C1)C(=O)O)OC(C)C (4,5-dibromo-3-(1-methylethoxy)-1-phenyl-1H-pyrrole-2-carboxylic acid), C(=O)(N1C=NC=C1)N1C=NC=C1 (1,1'-carbonyldiimidazole), NC1=NN=NN1 (5-aminotetrazole). The solvent is C1CCOC1 (THF). Reaction conditions: time 1 hour. The product is BrC=1C(=C(N(C1Br)C1=CC=CC=C1)C(=O)NC1=NN=NN1)OC(C)C (4,5-Dibromo-3-(1-methylethoxy)-1-phenyl-N-1H-tetrazol-5-yl-1H-pyrrole-2-carboxamide). Isolated yield 34.0%. RXN SMILES: [Br:1][C:2]1[C:3]([O:17][CH:18]([CH3:20])[CH3:19])=[C:4]([C:14](O)=[O:15])[N:5]([C:8]2[CH:13]=[CH:12][CH:11]=[CH:10][CH:9]=2)[C:6]=1[Br:7].C(N1C=CN=C1)(N1C=CN=C1)=O.[NH2:33][C:34]1[NH:38][N:37]=[N:36][N:35]=1.Cl>C1COCC1>[Br:1][C:2]1[C:3]([O:17][CH:18]([CH3:20])[CH3:19])=[C:4]([C:14]([NH:33][C:34]2[NH:38][N:37]=[N:36][N:35]=2)=[O:15])[N:5]([C:8]2[CH:13]=[CH:12][CH:11]=[CH:10][CH:9]=2)[C:6]=1[Br:7]. Procedure details: A solution of 4,5-dibromo-3-(1-methylethoxy)-1-phenyl-1H-pyrrole-2-carboxylic acid (2.0 g, 0.005 moles) and 1,1'-carbonyldiimidazole (0.8 g, 0.005 moles) in THF (25 mL) is heated under argon to reflux. After 1 hour, 5-aminotetrazole (0.4 g, 0.005 moles) is added. After 2.5 hours, the mixture is stirred into ice water (250 mL) and acidified with dilute HCl. The precipitate is filtered off, rinsed with water and dried. Recrystallization from methyl t-butyl ether gave the pure product (0.8 g); mp 1... Starting materials: Brc1cnc2[nH]cc(I)c2n1, C1CCOC1, [H-], [Na+], Cc1ccc(S(=O)(=O)Cl)cc1. Yields the product Cc1ccc(S(=O)(=O)n2cc(I)c3nc(Br)cnc32)cc1. Reaction SMILES: [Br:1][c:2]1[n:3][c:4]2[c:5]([n:6][cH:7]1)[nH:8][cH:9][c:10]2[I:11].[CH2:25]1[O:26][CH2:27][CH2:28][CH2:29]1.[H-:13].[Na+:12].[c:14]1([CH3:24])[cH:15][cH:16][c:17]([S:20](=[O:21])(=[O:22])[Cl:23])[cH:18][cH:19]1>>[Br:1][c:2]1[n:3][c:4]2[c:5]([n:6][cH:7]1)[n:8]([S:20]([c:17]1[cH:16][cH:15][c:14]([CH3:24])[cH:19][cH:18]1)(=[O:21])=[O:22])[cH:9][c:10]2[I:11].